The task is: describe an organic reaction: reactants, conditions, products, and yield. This data is from the Open Reaction Database (ORD), a public repository of structured organic reaction records. Starting materials: B, N#CCCc1cccc(Br)c1, CSC. Product: NCCCc1cccc(Br)c1. Reaction SMILES: [BH3:15].[Br:1][c:2]1[cH:3][c:4]([CH2:8][CH2:9][C:10]#[N:11])[cH:5][cH:6][cH:7]1.[CH3:12][S:13][CH3:14]>>[Br:1][c:2]1[cH:3][c:4]([CH2:8][CH2:9][CH2:10][NH2:11])[cH:5][cH:6][cH:7]1. Reactants: ClC1=C(OCC(=O)Cl)C=CC(=C1)Cl (2,4-dichlorophenoxyacetyl chloride), CN1C=NC=C1 (1-methylimidazole), [O-][Si](=O)[O-].[Mg+2] (Florisil), [N+](=O)([O-])C=C1SCCCN1 (tetrahydro-2-(nitromethylene)-2H-1,3-thiazine). The solvent is O1CCCC1 (tetrahydrofuran), O1CCCC1 (tetrahydrofuran), O1CCCC1 (tetrahydrofuran), C(Cl)Cl (methylene chloride), O (water). Reaction conditions: time 30 minute. Yields the product ClC1=C(OCC(C(=C2SCCCN2)[N+](=O)[O-])=O)C=CC(=C1)Cl (3-(2,4-dichlorophenoxy)- 1-nitro-1-(tetrahydro-2H-1,3-thiazin-2-ylidene)-2-propanone). Reaction SMILES: [Cl:1][C:2]1[CH:12]=[C:11]([Cl:13])[CH:10]=[CH:9][C:3]=1[O:4][CH2:5][C:6](Cl)=[O:7].CN1C=CN=C1.[N+:20]([CH:23]=[C:24]1[NH:29][CH2:28][CH2:27][CH2:26][S:25]1)([O-:22])=[O:21].[O-][Si]([O-])=O.[Mg+2]>O1CCCC1.C(Cl)Cl.O>[Cl:1][C:2]1[CH:12]=[C:11]([Cl:13])[CH:10]=[CH:9][C:3]=1[O:4][CH2:5][C:6](=[O:7])[C:23]([N+:20]([O-:22])=[O:21])=[C:24]1[NH:29][CH2:28][CH2:27][CH2:26][S:25]1 |f:3.4|. Reported procedure: A solution of 7.2 g of 2,4-dichlorophenoxyacetyl chloride in 20 ml of tetrahydrofuran was added dropwise to a solution of 2.5 g of 1-methylimidazole in 80 ml of tetrahydrofuran at 0.5°. The resulting slurry was stirred for 30 minutes at 5°, then 4.8 g of 5B was added all at once. The mixture was stirred overnight. Then 0.5 equivalent mole of the imidazole complex in 50 ml of tetrahydrofuran was prepared and added at 5°. The stirred mixture was allowed to rise slowly to room temperature, and stir... Reactants: CC1(OB(OC1(C)C)C=1CCOCC1)C (4-(4,4,5,5-Tetramethyl-[1,3,2]dioxaborolan-2-yl)-3,6-dihydro-2H-pyran), C(C1=CC=CC=C1)OCC1=NN2C(C(N1)=O)=CN=C2I (2-Benzyloxymethyl-7-iodo-3H-imidazo[5,1-f][1,2,4]triazin-4-one), C(=O)([O-])[O-].[Cs+].[Cs+] (Cs2CO3). The reagents and catalysts are C=1C=CC(=CC1)[P](C=2C=CC=CC2)(C=3C=CC=CC3)[Pd]([P](C=4C=CC=CC4)(C=5C=CC=CC5)C=6C=CC=CC6)([P](C=7C=CC=CC7)(C=8C=CC=CC8)C=9C=CC=CC9)[P](C=1C=CC=CC1)(C=1C=CC=CC1)C=1C=CC=CC1 (Pd(PPh3)4). The solvent is O1CCOCC1 (dioxane), O (water). Reaction conditions: temperature 125 celsius. Product: C(C1=CC=CC=C1)OCC1=NN2C(C(N1)=O)=CN=C2C=2CCOCC2 (2-Benzyloxymethyl-7-(3,6-dihydro-2H-pyran-4-yl)-3H-imidazo[5,1-f][1,2,4]triazin-4-one). Yield: 77.0%. As a reaction SMILES: [CH2:1]([O:8][CH2:9][C:10]1[NH:15][C:14](=[O:16])[C:13]2=[CH:17][N:18]=[C:19](I)[N:12]2[N:11]=1)[C:2]1[CH:7]=[CH:6][CH:5]=[CH:4][CH:3]=1.C([O-])([O-])=O.[Cs+].[Cs+].CC1(C)C(C)(C)OB([C:35]2[CH2:36][CH2:37][O:38][CH2:39][CH:40]=2)O1>O1CCOCC1.O.C1C=CC([P]([Pd]([P](C2C=CC=CC=2)(C2C=CC=CC=2)C2C=CC=CC=2)([P](C2C=CC=CC=2)(C2C=CC=CC=2)C2C=CC=CC=2)[P](C2C=CC=CC=2)(C2C=CC=CC=2)C2C=CC=CC=2)(C2C=CC=CC=2)C2C=CC=CC=2)=CC=1>[CH2:1]([O:8][CH2:9][C:10]1[NH:15][C:14](=[O:16])[C:13]2=[CH:17][N:18]=[C:19]([C:35]3[CH2:40][CH2:39][O:38][CH2:37][CH:36]=3)[N:12]2[N:11]=1)[C:2]1[CH:7]=[CH:6][CH:5]=[CH:4][CH:3]=1 |f:1.2.3,^1:52,54,73,92|. Procedure details: To a solution of compound 5 (1.0 g, 2.61 mmol) in dioxane (12 mL) at room temperature was added dropwise a solution of Cs2CO3 (2.5 g, 7.66 mmol) in water (3 mL), followed by addition of Pd(PPh3)4 (300 mg, 0.26 mmol) and 4-(4,4,5,5-Tetramethyl-[1,3,2]dioxaborolan-2-yl)-3,6-dihydro-2H-pyran (636 mg, 3.0 mmol). The reaction mixture was degassed by purging with N2 for 15 min. Then the mixture was heated to 125° C. under microwave irradiation for 40 min. After removal the solvent, the residue was pur... Reactants: COC=1C=C(C=C(C1)OC)O (3,5-dimethoxyphenol), BrCC(=O)C1=CC=C(C=C1)F (2-bromo-1-(4-fluorophenyl)ethanone). The product is FC1=CC=C(C=C1)C=1OC2=C(C1)C(=CC(=C2)OC)OC (2-(4-fluorophenyl)-4,6-dimethoxy-1-benzofuran). Isolated yield 49.0%. RXN SMILES: [CH3:1][O:2][C:3]1[CH:4]=[C:5](O)[CH:6]=[C:7]([O:9][CH3:10])[CH:8]=1.Br[CH2:13][C:14]([C:16]1[CH:21]=[CH:20][C:19]([F:22])=[CH:18][CH:17]=1)=[O:15]>>[F:22][C:19]1[CH:20]=[CH:21][C:16]([C:14]2[O:15][C:5]3[CH:4]=[C:3]([O:2][CH3:1])[CH:8]=[C:7]([O:9][CH3:10])[C:6]=3[CH:13]=2)=[CH:17][CH:18]=1. Procedure: This compound was prepared using Method A from 3,5-dimethoxyphenol and 2-bromo-1-(4-fluorophenyl)ethanone: Yield 49% following procedure A.2; m.p. 142-143° C.; IR 2914, 1614, 1496, 1220, 1145, 1116, 1043 cm−1; 1H-NMR (200 MHz, δ ppm, CDCl3) 7.74 (dd, J=8.8 Hz, 5.4 Hz, 2H), 7.10 (t, J=8.7 Hz, 2H), 6.96 (s, 1H), 6.68 (s, 1H), 6.33 (d, J=1.7 Hz, 1H), 3.89 (d, J=11.3 Hz, 6H); 13C-NMR (126 MHz, δ ppm, CDCl3) 162.6 (d, J=247.7 Hz), 159.5, 156.8, 153.7, 153.0, 127.4 (d, J=3.0 Hz), 126.2 (d, J=8.0 Hz), ... The reactants are CS(=O)C1=NN2C(C=N1)=CC=C2C=2C=NC(=CC2)OC (2-methanesulfinyl-7-(6-methoxy-pyridin-3-yl)-pyrrolo[2,1-f][1,2,4]triazine), CN1C=NC2=C1C=C(C=C2)N (3-methyl-3H-benzimidazol-5-ylamine). Product: COC1=CC=C(C=N1)C1=CC=C2C=NC(=NN21)NC2=CC1=C(N=CN1C)C=C2 ([7-(6-Methoxy-pyridin-3-yl)-pyrrolo[2,1-f][1,2,4]triazin-2-yl]-(3-methyl-3H-benzimidazol-5-yl)-amine). As a reaction SMILES: CS([C:4]1[N:9]=[CH:8][C:7]2=[CH:10][CH:11]=[C:12]([C:13]3[CH:14]=[N:15][C:16]([O:19][CH3:20])=[CH:17][CH:18]=3)[N:6]2[N:5]=1)=O.[CH3:21][N:22]1[C:26]2[CH:27]=[C:28]([NH2:31])[CH:29]=[CH:30][C:25]=2[N:24]=[CH:23]1>>[CH3:20][O:19][C:16]1[N:15]=[CH:14][C:13]([C:12]2[N:6]3[C:7]([CH:8]=[N:9][C:4]([NH:31][C:28]4[CH:29]=[CH:30][C:25]5[N:24]=[CH:23][N:22]([CH3:21])[C:26]=5[CH:27]=4)=[N:5]3)=[CH:10][CH:11]=2)=[CH:18][CH:17]=1. Reported procedure: Following the synthetic and purification procedures described in Example 1293d, 2-methanesulfinyl-7-(6-methoxy-pyridin-3-yl)-pyrrolo[2,1-f][1,2,4]triazine (60 mg, 0.2 mmol) was coupled to 3-methyl-3H-benzimidazol-5-ylamine (53 mg, 0.36 mmol) at 105° C. for 86 h to afford the title compound. Yield of TFA salt: 33 mg (34%) of brown powder. LC/MS: 372 (M+H); HPLC: 95% pure, RT=2.29 min; 1H NMR: (DMSO, δ) 10.04 (s, 1H), 9.34 (s, 1H), 9.22 (d, J=2.0, 1H), 9.06 (s, 1H), 8.51 (s, 1H), 8.35 (dd, J=8.9, ... The reactants are CC(C)(C)OC(=O)Nc1cnccc1C(=O)Nc1ccc(Cl)cc1, O=C(O)C(F)(F)F. Product: Nc1cnccc1C(=O)Nc1ccc(Cl)cc1. As a reaction SMILES: [C:1]([O:2][C:3](=[O:4])[NH:8][c:9]1[cH:10][n:11][cH:12][cH:13][c:14]1[C:15](=[O:16])[NH:17][c:18]1[cH:19][cH:20][c:21]([Cl:24])[cH:22][cH:23]1)([CH3:5])([CH3:6])[CH3:7].[OH:25][C:26]([C:27]([F:28])([F:29])[F:30])=[O:31]>>[NH2:8][c:9]1[cH:10][n:11][cH:12][cH:13][c:14]1[C:15](=[O:16])[NH:17][c:18]1[cH:19][cH:20][c:21]([Cl:24])[cH:22][cH:23]1. The reactants are C[Si](OC1=CCC(CC1)C(C)=O)(C)C (1-trimethylsilyloxy-4-acetyl-1-cyclohexene), CCOCC (ether), O (Water). Reaction SMILES: [CH3:1][Si:2]([CH3:14])([CH3:13])[O:3][C:4]1[CH2:9][CH2:8][CH:7]([C:10](=O)[CH3:11])[CH2:6][CH:5]=1.O.[CH3:16]COCC>>[CH3:1][Si:2]([CH3:14])([CH3:13])[O:3][C:4]1[CH2:9][CH2:8][CH:7]([C:10]([CH3:16])=[CH2:11])[CH2:6][CH:5]=1. Reaction conditions: time 3 hour. Procedure details: From 23.5 g (0.066 mol) of methyltriphenylphosphonium bromide and 6.9 g (0.061 mol) of potassium tert-butylate, in 80 ml of ether at room temperature, the ylide was formed. To this solution were added dropwise at from 20° to 30° C. 10.0 g (0.047 mol) of 1-trimethylsilyloxy-4-acetyl-1-cyclohexene (Org. Synth. Coll. Vol. VI, 445) dissolved in 20 ml of ether. The mixture was stirred at room temperature for 3 hours. Water was then added, and extraction was carried out with ether. A spatula tip of hy... Product: C[Si](OC1=CCC(CC1)C(=C)C)(C)C (1 -Trimethylsilyloxy-4-isopropenyl- 1-cyclohexene).